Dataset: the Open Reaction Database (ORD), a public repository of structured organic reaction records. Task: describe an organic reaction: reactants, conditions, products, and yield Reactants: COC1=CC(=C(CN2CCC(CC2)\C=C/2\C(=NC(S2)=O)NCC#C)C=C1)C(F)(F)F ((5Z)-5-({1-[4-methoxy-2-(trifluoromethyl)benzyl]piperidin-4-yl}methylidene)-4-(prop-2-yn-1-ylamino)-1,3-thiazol-2(5H)-one), C(\C=C/C(=O)O)(=O)O (maleic acid). Run in C(C)O (ethanol), C(C)O (ethanol). Reaction conditions: time 2 hour. Product: C(\C=C/C(=O)O)(=O)O.COC1=CC(=C(CN2CCC(CC2)\C=C/2\C(=NC(S2)=O)NCC#C)C=C1)C(F)(F)F ((5Z)-5-({1-[4-methoxy-2-(trifluoromethyl)benzyl]piperidin-4-yl}methylidene)-4-(prop-2-yn-1-ylamino)-1,3-thiazol-2(5H)-one maleate). Yield: 67.5%. Reaction SMILES: [CH3:1][O:2][C:3]1[CH:26]=[CH:25][C:6]([CH2:7][N:8]2[CH2:13][CH2:12][CH:11](/[CH:14]=[C:15]3/[C:16]([NH:21][CH2:22][C:23]#[CH:24])=[N:17][C:18](=[O:20])[S:19]/3)[CH2:10][CH2:9]2)=[C:5]([C:27]([F:30])([F:29])[F:28])[CH:4]=1.[C:31]([OH:38])(=[O:37])/[CH:32]=[CH:33]\[C:34]([OH:36])=[O:35]>C(O)C>[C:31]([OH:38])(=[O:37])/[CH:32]=[CH:33]\[C:34]([OH:36])=[O:35].[CH3:1][O:2][C:3]1[CH:26]=[CH:25][C:6]([CH2:7][N:8]2[CH2:9][CH2:10][CH:11](/[CH:14]=[C:15]3/[C:16]([NH:21][CH2:22][C:23]#[CH:24])=[N:17][C:18](=[O:20])[S:19]/3)[CH2:12][CH2:13]2)=[C:5]([C:27]([F:30])([F:29])[F:28])[CH:4]=1 |f:3.4|. Reported procedure: To a solution of (5Z)-5-({1-[4-methoxy-2-(trifluoromethyl)benzyl]piperidin-4-yl}methylidene)-4-(prop-2-yn-1-ylamino)-1,3-thiazol-2(5H)-one (460 mg) in ethanol (2 mL) was added a solution of maleic acid (123 mg) in ethanol (5 mL). The reaction mixture was stirred at room temperature for 2 hr, and the solvent was evaporated under reduced pressure. The residue was recrystallized from ethanol/heptane to give the title compound (393 mg).